From a dataset of the Open Reaction Database (ORD), a public repository of structured organic reaction records. describe an organic reaction: reactants, conditions, products, and yield The reactants are ClC1=CC(=C(C=O)C=C1)F (4-chloro-2-fluorobenzaldehyde), N1CCCC1 (pyrroldine). Product: ClC1=CC(=C(C=O)C=C1)N1CCCC1 (4-chloro-2-(pyrrolidin-1-yl)benzaldehyde). Reaction SMILES: [Cl:1][C:2]1[CH:9]=[CH:8][C:5]([CH:6]=[O:7])=[C:4](F)[CH:3]=1.[NH:11]1[CH2:15][CH2:14][CH2:13][CH2:12]1>>[Cl:1][C:2]1[CH:9]=[CH:8][C:5]([CH:6]=[O:7])=[C:4]([N:11]2[CH2:15][CH2:14][CH2:13][CH2:12]2)[CH:3]=1. Procedure: The title compound was prepared from 4-chloro-2-fluorobenzaldehyde and pyrroldine according to the representative procedures of Example 56, Step 1: 1H NMR 400 MHz (CDCl3) δ 10.04 (s, 1H), 7.64 (d, J=8.1 Hz, 1H), 6.82 (s, 1H), 6.77 (d, J=8.4 Hz, 1H), 3.41-3.33 (m, 4H), 2.06-1.96 (m, 4H). LCMS (ESI, m/z): 210 [M+H]+. Starting materials: OC1=CC=C2CC(CC(C2=C1)=O)(C)C (7-Hydroxy-3,3-dimethyl-3,4-dihydronaphthalen-1(2H)-one), C1(=CC=CC=C1)P(C1=CC=CC=C1)C1=CC=CC=C1 (triphenylphosphine), N(=NC(=O)OC(C)C)C(=O)OC(C)C (diisopropyl azodicarboxylate), O[C@H]1COCC1 ((r)-(−)-3-hydroxytetrahydrofuran), Cl (HCl). The product is CC1(CC(C2=CC(=CC=C2C1)O[C@@H]1COCC1)=O)C ((S)-3,3-dimethyl-7-(tetrahydrofuran-3-yloxy)-3,4-dihydronaphthalen-1(2H)-one). Reaction SMILES: [OH:1][C:2]1[CH:11]=[C:10]2[C:5]([CH2:6][C:7]([CH3:14])([CH3:13])[CH2:8][C:9]2=[O:12])=[CH:4][CH:3]=1.C1(P(C2C=CC=CC=2)C2C=CC=CC=2)C=CC=CC=1.N(C(OC(C)C)=O)=NC(OC(C)C)=O.O[C@@H:49]1[CH2:53][CH2:52][O:51][CH2:50]1.Cl>>[CH3:13][C:7]1([CH3:14])[CH2:6][C:5]2[C:10](=[CH:11][C:2]([O:1][C@H:49]3[CH2:53][CH2:52][O:51][CH2:50]3)=[CH:3][CH:4]=2)[C:9](=[O:12])[CH2:8]1. Procedure: 7-Hydroxy-3,3-dimethyl-3,4-dihydronaphthalen-1(2H)-one (0.95 g, 4.99 mmol) was dissolved in 30 ml DCMand triphenylphosphine (1.96 g, 7.49 mmol) and diisopropyl azodicarboxylate (1.23 ml, 6.24 mmol) and (r)-(−)-3-hydroxytetrahydrofuran (0.600 ml, 7.49 mmol) was added. The mixture was stirred over night. 0.5M HCl (aq.) was added and the mixture was extracted 3 times with EtOAc. Glass col. Chrom. (5-30% EtOAc in Hex.) provided (S)-3,3-dimethyl-7-(tetrahydrofuran-3-yloxy)-3,4-dihydronaphthalen-1(2H)... Starting materials: C1(CCCCC1)C1=CC=CC=C1.C1(CCCCC1)=O.C1(=CC=CC=C1)O (cyclohexylbenzene cyclohexanone phenol), [O-]O.C1(CCCCC1)C1=CC=CC=C1 (cyclohexylbenzene hydroperoxide), C1(CCCCC1)=O (cyclohexanone). The product is C1(CCCCC1)C1=CC=CC=C1 (cyclohexylbenzene). RXN SMILES: [CH:1]1([C:7]2[CH:12]=[CH:11][CH:10]=[CH:9][CH:8]=2)[CH2:6][CH2:5][CH2:4][CH2:3][CH2:2]1.C1(=O)CCCCC1.C1(O)C=CC=CC=1.[O-]O.C1(C2C=CC=CC=2)CCCCC1.C1(=O)CCCCC1>>[CH:7]1([C:1]2[CH:2]=[CH:3][CH:4]=[CH:5][CH:6]=2)[CH2:8][CH2:9][CH2:10][CH2:11][CH2:12]1 |f:0.1.2,3.4|. Reported procedure: A cyclohexylbenzene-cyclohexanone-phenol-containing mixture, for example as obtained by the cleavage of cyclohexylbenzene hydroperoxide, is separated by first catalytically hydrogenating selectively the phenol in the mixture, resulting in a mixture of cyclohexylbenzene, which is unchanged, and cyclohexanone; the thus obtained mixture is subjected to fractional distillation to obtain cyclohexylbenzene which can be returned as to a process for the production of cyclohexylbenzene hydroperoxide, and... Starting materials: C1CCOC1, Cc1ccc([N+](=O)[O-])c(C(=O)O)c1, O=C(Cl)C(=O)Cl, N, CN(C)C=O. The product is Cc1ccc([N+](=O)[O-])c(C(N)=O)c1. RXN SMILES: [CH2:26]1[O:27][CH2:28][CH2:29][CH2:30]1.[CH3:1][c:2]1[cH:3][cH:4][c:5]([N+:11](=[O:12])[O-:13])[c:6]([C:7](=[O:8])[OH:9])[cH:10]1.[Cl:19][C:20]([C:21]([Cl:22])=[O:23])=[O:24].[NH3:25].[O:14]=[CH:15][N:16]([CH3:17])[CH3:18]>>[CH3:1][c:2]1[cH:3][cH:4][c:5]([N+:11](=[O:12])[O-:13])[c:6]([C:7](=[O:8])[NH2:16])[cH:10]1. Starting materials: S(-) 2-chloropropionic acid, O (water), [H-].[Na+] (sodium hydride), O1CCC(CC1)O (tetrahydro-2H-pyran-4-ol). Run in O1CCOCC1 (1,4-dioxane), O1CCOCC1 (1,4-dioxane), O1CCOCC1 (1,4-dioxane). Reaction conditions: time 14 hour. The product is O1CCC(CC1)OC([C@H](O)C)=O (O-(tetrahydropyran-4-yl)-D-lactic acid). RXN SMILES: [H-].[Na+].[O:3]1[CH2:8][CH2:7][CH:6]([OH:9])[CH2:5][CH2:4]1.[OH2:10]>O1CCOCC1>[O:3]1[CH2:8][CH2:7][CH:6]([O:9][C:4](=[O:3])[C@@H:5]([CH3:6])[OH:10])[CH2:5][CH2:4]1 |f:0.1|. Procedure: 4.8 g (120 mmol) of 60% sodium hydride in oil (Fluka, pract.) are added at 65° to a solution of 3.06 g (2.85 ml, d=1.074; 29.96 mmol) of tetrahydro-2H-pyran-4-ol (Fluka, pract.) in 100 ml of absolute 1,4-dioxane. The resulting grey suspension is stirred under reflux for 2 hours, is allowed to cool to 65° again and then a solution of 3.25 g (2.59 ml, d=1.25; 29.95 mmol) of S(-)-2-chloropropionic acid (Fluka, puriss.) in 60 ml of absolute 1,4-dioxane is added dropwise over a period of 8 minutes. T... The reactants are C(C)(C)(C)OC(=O)[C@H]1NCCCC1 ((S)-piperidine-2-carboxylic acid tert-butyl ester), O(C(=O)OC(C)(C)C)C(=O)OC(C)(C)C (BOC2O). The reagents and catalysts are CN(C)C=1C=CN=CC1 (DMAP). The solvent is CC#N (CH3CN). Reaction conditions: time 20 hour. Yields the product C(C)(C)(C)OC(=O)N1[C@@H](CCCC1)C(=O)OC(C)(C)C ((S)-Piperidine-1,2-dicarboxylic acid di-tert-butyl ester). RXN SMILES: [C:1]([O:5][C:6]([C@@H:8]1[CH2:13][CH2:12][CH2:11][CH2:10][NH:9]1)=[O:7])([CH3:4])([CH3:3])[CH3:2].[O:14](C(OC(C)(C)C)=O)[C:15]([O:17][C:18]([CH3:21])([CH3:20])[CH3:19])=O>CC#N.CN(C1C=CN=CC=1)C>[C:18]([O:17][C:15]([N:9]1[CH2:10][CH2:11][CH2:12][CH2:13][C@H:8]1[C:6]([O:5][C:1]([CH3:4])([CH3:2])[CH3:3])=[O:7])=[O:14])([CH3:21])([CH3:20])[CH3:19]. Reported procedure: To a solution of (S)-piperidine-2-carboxylic acid tert-butyl ester (M. Egbertson and S. J. Danishefsky, J. Org. Chem., 1989, 54, 1, 11-12) (5.78 g, 31.2 mmol) in CH3CN (30 mL) at 0° C. was added DMAP (763 mg, 6.2 mmol) followed by BOC2O (10.22 g, 46.8 mmol). The reaction mixture was allowed to warm to room temperature and stirred for 20 h. The solvents were evaporated under reduced pressure and the residue was purified by flash chromatography (10% ethyl acetate in hexane). The title compound was... Reactants: [H-].[Na+] (sodium hydride), OC=1C=C2C=CNC2=CC1 (5-Hydroxyindole), NC1=NC=C(C(=C1)Cl)C#N (2-amino-4-chloro-5-cyanopyridine). The solvent is CS(=O)C (dimethyl sulfoxide). Yields the product NC1=NC=C(C#N)C(=C1)OC=1C=C2C=CNC2=CC1 (6-Amino-4-(1H-5-indolyloxy)nicotinonitrile). The yield is 19.4%. Reaction SMILES: [OH:1][C:2]1[CH:3]=[C:4]2[C:8](=[CH:9][CH:10]=1)[NH:7][CH:6]=[CH:5]2.[H-].[Na+].[NH2:13][C:14]1[CH:19]=[C:18](Cl)[C:17]([C:21]#[N:22])=[CH:16][N:15]=1>CS(C)=O>[NH2:13][C:14]1[CH:19]=[C:18]([O:1][C:2]2[CH:3]=[C:4]3[C:8](=[CH:9][CH:10]=2)[NH:7][CH:6]=[CH:5]3)[C:17]([C:21]#[N:22])=[CH:16][N:15]=1 |f:1.2|. Procedure: 5-Hydroxyindole (313 mg, 2.35 mmol) was dissolved in dimethyl sulfoxide (3 ml); and sodium hydride (90 mg, 2.25 mmol) was gradually added thereto while stirring at room temperature. After the reaction mixture was stirred for 1 hour, 2-amino-4-chloro-5-cyanopyridine (300 mg, 1.96 mmol) synthesized in Production example 215-3 was added thereto; and the reaction mixture was heated and stirred at 120° C. for 4 hours. After allowing to be cooled to room temperature, the reaction mixture was partition...